Dataset: the Open Reaction Database (ORD), a public repository of structured organic reaction records. Task: describe an organic reaction: reactants, conditions, products, and yield Starting materials: BrC=1C=C(C=2N=CC=NC2C1)O (7-bromoquinoxalin-5-ol), N1C=NC=C1 (imidazole), [Si](C)(C)(C(C)(C)C)Cl (tert-butyldimethylsilyl chloride). Run in C(Cl)Cl (DCM). Reaction conditions: time 8 hour. The product is BrC1=CC(=C2N=CC=NC2=C1)O[Si](C)(C)C(C)(C)C (7-bromo-5-((tert-butyldimethylsilyl)oxy)quinoxaline). RXN SMILES: [Br:1][C:2]1[CH:3]=[C:4]([OH:12])[C:5]2[N:6]=[CH:7][CH:8]=[N:9][C:10]=2[CH:11]=1.N1C=CN=C1.[Si:18](Cl)([C:21]([CH3:24])([CH3:23])[CH3:22])([CH3:20])[CH3:19]>C(Cl)Cl>[Br:1][C:2]1[CH:11]=[C:10]2[C:5]([N:6]=[CH:7][CH:8]=[N:9]2)=[C:4]([O:12][Si:18]([C:21]([CH3:24])([CH3:23])[CH3:22])([CH3:20])[CH3:19])[CH:3]=1. Reported procedure: As shown in step 6-vi of Scheme 6, a solution of 7-bromoquinoxalin-5-ol (2.0 g, 8.89 mmol) in DCM (20 mL) was added imidazole (1.82 g, 26.7 mmol) and tert-butyldimethylsilyl chloride (1.34 g, 1.65 mL, 8.89 mmol). The reaction mixture was stirred overnight at RT, concentrated under reduced pressure, and purified by medium pressure silica gel chromatography (0 to 20% EtOAc/hexanes gradient) to provide 7-bromo-5-((tert-butyldimethylsilyl)oxy)quinoxaline (compound 1018) as a colorless oil: 1H-NMR (3...